Dataset: the Open Reaction Database (ORD), a public repository of structured organic reaction records. Task: describe an organic reaction: reactants, conditions, products, and yield As a reaction SMILES: C([O:8][C:9](=[O:33])[CH2:10][N:11]1[C:16](=[O:17])[C:15]([NH:18][CH2:19][CH2:20][C:21]2[CH:26]=[CH:25][CH:24]=[C:23]([CH2:27][N:28]([CH3:30])[CH3:29])[CH:22]=2)=[N:14][C:13]([Cl:31])=[C:12]1[CH3:32])C1C=CC=CC=1.Cl>C(O)C.[Pd]>[ClH:31].[Cl:31][C:13]1[N:14]=[C:15]([NH:18][CH2:19][CH2:20][C:21]2[CH:26]=[CH:25][CH:24]=[C:23]([CH2:27][N:28]([CH3:30])[CH3:29])[CH:22]=2)[C:16](=[O:17])[N:11]([CH2:10][C:9]([OH:33])=[O:8])[C:12]=1[CH3:32] |f:4.5|. The solvent is C(C)O (ethanol). The reactants are C(C1=CC=CC=C1)OC(CN1C(=C(N=C(C1=O)NCCC1=CC(=CC=C1)CN(C)C)Cl)C)=O (Benzyl-2-[3-chloro-5-(3-[(dimethylamino)methyl]phenethylamino)-2-methyl-6-oxo-1(6H)-pyrazinyl]acetate), Cl (HCl). Yields the product Cl.ClC1=C(N(C(C(=N1)NCCC1=CC(=CC=C1)CN(C)C)=O)CC(=O)O)C (2-[3-Chloro-5-(3-[(dimethylamino)methyl]phenethylamino)-2-methyl-6-oxo-1(6H)-pyrazinyl]acetic acid hydrochloride). Reagents/catalysts: [Pd] (Pd on carbon). Conditions: time 2 hour. Reported procedure: Benzyl-2-[3-chloro-5-(3-[(dimethylamino)methyl]phenethylamino)-2-methyl-6-oxo-1(6H)-pyrazinyl]acetate (preparation 20) (100 mg, 0.21 mmol) was dissolved in ethanol (10 ml), treated with 10% Pd on carbon catalyst (20 mg), aq HCl (1 m, 0.1 ml) and stirred under a hydrogen atmosphere (20 psi, room temperature, 2 hr). The catalyst was removed by filtration, the solvent evaporated to dryness and the residue azeotroped with CH2Cl2 to give the desired product, slightly impure (white solid, 85 mg). 1H N... Starting materials: [N+](=O)([O-])C1=C(C=CC=C1O)O (2-Nitrobenzene-1,3-diol), [Cl-].[Al+3].[Cl-].[Cl-] (aluminum chloride), C(C)(=O)OC(C)=O (Acetic anhydride). Run in [N+](=O)([O-])C1=CC=CC=C1 (nitrobenzene). Reaction conditions: temperature 100 celsius. Product: OC1=C(C=CC(=C1[N+](=O)[O-])O)C(C)=O (1-(2,4-Dihydroxy-3-nitrophenyl)ethanone). RXN SMILES: [N+:1]([C:4]1[C:9]([OH:10])=[CH:8][CH:7]=[CH:6][C:5]=1[OH:11])([O-:3])=[O:2].[Cl-].[Al+3].[Cl-].[Cl-].[C:16](OC(=O)C)(=[O:18])[CH3:17]>[N+](C1C=CC=CC=1)([O-])=O>[OH:10][C:9]1[C:4]([N+:1]([O-:3])=[O:2])=[C:5]([OH:11])[CH:6]=[CH:7][C:8]=1[C:16](=[O:18])[CH3:17] |f:1.2.3.4|. Reported procedure: 2-Nitrobenzene-1,3-diol (24.5 g) was added portionwise over 15 minutes to a vigorously stirred solution of aluminum chloride (46.3 g) in nitrobenzene (325 mL). Acetic anhydride (15.7 mL) was then added dropwise to the mixture over a further 15 minutes and the mixture then heated at 100° C. for 5 h. The reaction was cooled to ambient temperature and carefully quenched with ice cold 2M hydrochloric acid (300 mL). The mixture was extracted with diethyl ether (2×500 mL) and the combined diethyl ethe... The reactants are BrC=1C=C(C#N)C=C(C1)F (3-bromo-5-fluorobenzonitrile), aryl, [Si](C)(C)(C(C)(C)C)O[C@@H]1CC(N(C1)C(=O)OC(C)(C)C)=O ((R)-tert-butyl 4-(tert-butyldimethylsilyloxy)-2-oxopyrrolidine-1-carboxylate), [NH4+].[Cl-] (NH4Cl), C(C)(C)[Mg]Cl (isopropylmagnesium chloride), solution, [BH4-].[Na+] (NaBH4). Run in CO (Methanol), C1CCOC1 (THF), C1CCOC1 (THF), C(C)OCC (diethyl ether). Run at temperature -30 celsius, time 1 hour. Product: [Si](C)(C)(C(C)(C)C)O[C@@H](CNC(OC(C)(C)C)=O)CC(O)C1=CC(=CC(=C1)F)C#N (tert-butyl ((2R)-2-((tert-butyldimethylsilyl)oxy)-4-(3-cyano-5-fluorophenyl)-4-hydroxybutyl)carbamate). Reaction SMILES: Br[C:2]1[CH:3]=[C:4]([CH:7]=[C:8]([F:10])[CH:9]=1)[C:5]#[N:6].C([Mg]Cl)(C)C.[Si:16]([O:23][C@H:24]1[CH2:28][N:27]([C:29]([O:31][C:32]([CH3:35])([CH3:34])[CH3:33])=[O:30])[C:26](=[O:36])[CH2:25]1)([C:19]([CH3:22])([CH3:21])[CH3:20])([CH3:18])[CH3:17].[BH4-].[Na+].[NH4+].[Cl-]>C1COCC1.C(OCC)C.CO>[Si:16]([O:23][C@H:24]([CH2:25][CH:26]([C:2]1[CH:9]=[C:8]([F:10])[CH:7]=[C:4]([C:5]#[N:6])[CH:3]=1)[OH:36])[CH2:28][NH:27][C:29](=[O:30])[O:31][C:32]([CH3:34])([CH3:33])[CH3:35])([C:19]([CH3:22])([CH3:21])[CH3:20])([CH3:18])[CH3:17] |f:3.4,5.6|. Reported procedure: To a solution of 3-bromo-5-fluorobenzonitrile (5.2 g, 0.26 mmol) in THF (26 mL) at −78° C. was slowly added isopropylmagnesium chloride (13.6 mL of a 2.0 M solution in diethyl ether, 0.27 mmol). The mixture was warmed and stirred at −30° C. for 1 hour then cooled to −78° C. The resulting aryl Grignard was added to a solution of (R)-tert-butyl 4-(tert-butyldimethylsilyloxy)-2-oxopyrrolidine-1-carboxylate (I-1) (7.8 g, 25 mmol) in THF (25 mL) at −78° C. The reaction mixture was stirred at 0° C. fo... Starting materials: CCOC(C)O, CNC(=O)n1ccc2cc(N)ccc21, CCOC(C)=O, CO, CCN(CC)CCCNC(=O)Nc1cc(Cl)ccn1, Cl, c1ccncc1. Yields the product CCN(CC)CCCNC(=O)Nc1cc(Nc2ccc3c(ccn3C(=O)NC)c2)ccn1. Reaction SMILES: [CH2:47]([O:48][CH:49]([OH:50])[CH3:51])[CH3:52].[CH3:27][NH:28][C:29](=[O:30])[n:31]1[cH:32][cH:33][c:34]2[cH:35][c:36]([NH2:40])[cH:37][cH:38][c:39]12.[CH3:41][CH2:42][O:43][C:44](=[O:45])[CH3:46].[CH3:53][OH:54].[Cl:1][c:2]1[cH:3][c:4]([NH:8][C:9](=[O:10])[NH:11][CH2:12][CH2:13][CH2:14][N:15]([CH2:16][CH3:17])[CH2:18][CH3:19])[n:5][cH:6][cH:7]1.[ClH:20].[n:21]1[cH:22][cH:23][cH:24][cH:25][cH:26]1>>[c:2]1([NH:40][c:36]2[cH:35][c:34]3[cH:33][cH:32][n:31]([C:29]([NH:28][CH3:27])=[O:30])[c:39]3[cH:38][cH:37]2)[cH:3][c:4]([NH:8][C:9](=[O:10])[NH:11][CH2:12][CH2:13][CH2:14][N:15]([CH2:16][CH3:17])[CH2:18][CH3:19])[n:5][cH:6][cH:7]1.